This data is from the Open Reaction Database (ORD), a public repository of structured organic reaction records. The task is: describe an organic reaction: reactants, conditions, products, and yield Starting materials: Cc2cc1ncn(C)c1cc2C (effective_coupling_partner), CN(C)C(=O)Oc1ccccc1 (substrate). The reagents and catalysts are dcype. Reaction conditions: temperature 110 celsius, time 12 hour. The product is Cc3cc2nc(c1ccccc1)n(C)c2cc3C. Reactants: NC(C#N)(CN1N=C2C=C(C=CC2=C1OCC)Cl)C (2-amino-3-(6-chloro-3-ethoxy-2H-indazol-2-yl)-2-methylpropionitrile), FC(C1=CC=C(C(=S)Cl)C=C1)(F)F (4-trifluoromethylthiobenzoyl chloride). The product is ClC=1C=CC2=C(N(N=C2C1)CC(C)(C#N)NC(C1=CC=C(C=C1)C(F)(F)F)=S)OCC (N-[2-(6-Chloro-3-ethoxy-2H-indazol-2-yl)-1-cyano-1-methylethyl]-4-trifluoromethylthiobenzamide), solid. The yield is 51.0%. As a reaction SMILES: [NH2:1][C:2]([CH3:19])([CH2:5][N:6]1[C:14]([O:15][CH2:16][CH3:17])=[C:13]2[C:8]([CH:9]=[C:10]([Cl:18])[CH:11]=[CH:12]2)=[N:7]1)[C:3]#[N:4].[F:20][C:21]([F:32])([F:31])[C:22]1[CH:30]=[CH:29][C:25]([C:26](Cl)=[S:27])=[CH:24][CH:23]=1>>[Cl:18][C:10]1[CH:11]=[CH:12][C:13]2[C:8]([CH:9]=1)=[N:7][N:6]([CH2:5][C:2]([NH:1][C:26](=[S:27])[C:25]1[CH:24]=[CH:23][C:22]([C:21]([F:20])([F:31])[F:32])=[CH:30][CH:29]=1)([C:3]#[N:4])[CH3:19])[C:14]=2[O:15][CH2:16][CH3:17]. Procedure: Using a procedure similar to that described in Example 1, except using 2-amino-3-(6-chloro-3-ethoxy-2H-indazol-2-yl)-2-methylpropionitrile (108 mg, described in Example 122) and 4-trifluoromethylthiobenzoyl chloride, the title compound was isolated as a white solid (96 mg, 51%). MS (ES): M/Z [M+H]=483. 1H NMR: (400 MHz, CHLOROFORM-d): 1.59 (t, J=7.0 Hz, 3H), 1.91 (s, 3H), 4.50 (d, J=14.2 Hz, 1H), 4.63-4.81 (m, 2H), 4.83 (d, J=14.2 Hz, 1H), 6.92 (dd, J=9.1, 1.7 Hz, 1H), 7.47 (d, J=1.2 Hz, 1H), 7.... The reactants are FC1=CC=C(C=C1)C=1C=NC=C(C(=O)OC)C1 (methyl 5-(4-fluorophenyl)nicotinate), BrC=1C=C(C=NC1)C(=O)OC (methyl 5-bromopyridine-3-carboxylate), FC1=CC=C(C=C1)B(O)O (4-fluorobenzeneboronic acid). Yields the product FC1=CC=C(C=C1)C=1C=NC=C(C(=O)O)C1 (5-(4-fluorophenyl)nicotinic acid). RXN SMILES: [F:1][C:2]1[CH:7]=[CH:6][C:5]([C:8]2[CH:9]=[N:10][CH:11]=[C:12]([CH:17]=2)[C:13]([O:15]C)=[O:14])=[CH:4][CH:3]=1.BrC1C=C(C(OC)=O)C=NC=1.FC1C=CC(B(O)O)=CC=1>>[F:1][C:2]1[CH:3]=[CH:4][C:5]([C:8]2[CH:9]=[N:10][CH:11]=[C:12]([CH:17]=2)[C:13]([OH:15])=[O:14])=[CH:6][CH:7]=1. Procedure: 15.3 g of methyl 5-(4-fluorophenyl)nicotinate (obtainable by Suzuki coupling of methyl 5-bromopyridine-3-carboxylate with 4-fluorobenzeneboronic acid analogously to Example 1 or 2) are saponified by conventional methods to give 5-(4-fluorophenyl)nicotinic acid. Reactants: C(C)OC(=O)C1(CN(CC1)CC1=CC=CC=C1)CC1=CC=CC=C1 (1,3-dibenzylpyrrolidine-3-carboxylic acid ethyl ester), [OH-].[Na+] (NaOH). Procedure details: To a solution of 1,3-dibenzylpyrrolidine-3-carboxylic acid ethyl ester (Example A18e, 13.1 g, 41 mmol) in 250 mL of methanol is added 2N NaOH (46 mL, 92 mmol) and the reaction is heated to reflux for 24 hours. The solution is cooled, concentrated, redissolved in water and extracted with ether. The pH of the aqueous layer is adjusted to 7 and the precipitated solid is collected, to give 9.3 g of the title compound, MS EI+: m/z 296 (MH+), mp 209–210° C. Product: C(C1=CC=CC=C1)N1CC(CC1)(C(=O)O)CC1=CC=CC=C1 (1,3-Dibenzylpyrrolidine-3-carboxylic acid). Solvent: CO (methanol). Reaction SMILES: C([O:3][C:4]([C:6]1([CH2:18][C:19]2[CH:24]=[CH:23][CH:22]=[CH:21][CH:20]=2)[CH2:10][CH2:9][N:8]([CH2:11][C:12]2[CH:17]=[CH:16][CH:15]=[CH:14][CH:13]=2)[CH2:7]1)=[O:5])C.[OH-].[Na+]>CO>[CH2:11]([N:8]1[CH2:9][CH2:10][C:6]([CH2:18][C:19]2[CH:24]=[CH:23][CH:22]=[CH:21][CH:20]=2)([C:4]([OH:5])=[O:3])[CH2:7]1)[C:12]1[CH:13]=[CH:14][CH:15]=[CH:16][CH:17]=1 |f:1.2|. Yield: 76.8%. The reactants are O=C(n1ccnc1)n1ccnc1, NCCc1ccccc1, Cc1c(C)c2c(c(C)c1O)CCC(C)(C(=O)O)O2. Product: Cc1c(C)c2c(c(C)c1O)CCC(C)(C(=O)NCCc1ccccc1)O2. RXN SMILES: [C:19]([n:20]1[cH:21][cH:22][n:23][cH:24]1)([n:25]1[cH:26][cH:27][n:28][cH:29]1)=[O:30].[CH2:31]([CH2:32][c:33]1[cH:34][cH:35][cH:36][cH:37][cH:38]1)[NH2:39].[OH:1][c:2]1[c:3]([CH3:18])[c:4]2[c:9]([c:10]([CH3:13])[c:11]1[CH3:12])[O:8][C:7]([C:14](=[O:15])[OH:16])([CH3:17])[CH2:6][CH2:5]2>>[OH:1][c:2]1[c:3]([CH3:18])[c:4]2[c:9]([c:10]([CH3:13])[c:11]1[CH3:12])[O:8][C:7]([C:14](=[O:16])[NH:39][CH2:31][CH2:32][c:33]1[cH:34][cH:35][cH:36][cH:37][cH:38]1)([CH3:17])[CH2:6][CH2:5]2. Starting materials: C([O-])([O-])=O.[K+].[K+] (potassium carbonate), C(C(=O)O)(=O)O.C(CCCCCCCCCCC)OCC(CN1C=NC=C1)OCCCCCCC (1-[3'-(n-dodecyloxy)-2'-(n-heptyloxy)propyl]imidazole oxalate). Solvent: ClCCl (dichloromethane). Product: C(CCCCCCCCCCC)OCC(CN1C=NC=C1)OCCCCCCC (1-[3'-(n-dodecyloxy)-2'-(n-heptyloxy)propyl]imidazole). As a reaction SMILES: C(O)(=O)C(O)=O.[CH2:7]([O:19][CH2:20][CH:21]([O:28][CH2:29][CH2:30][CH2:31][CH2:32][CH2:33][CH2:34][CH3:35])[CH2:22][N:23]1[CH:27]=[CH:26][N:25]=[CH:24]1)[CH2:8][CH2:9][CH2:10][CH2:11][CH2:12][CH2:13][CH2:14][CH2:15][CH2:16][CH2:17][CH3:18].C(=O)([O-])[O-].[K+].[K+]>ClCCl>[CH2:7]([O:19][CH2:20][CH:21]([O:28][CH2:29][CH2:30][CH2:31][CH2:32][CH2:33][CH2:34][CH3:35])[CH2:22][N:23]1[CH:27]=[CH:26][N:25]=[CH:24]1)[CH2:8][CH2:9][CH2:10][CH2:11][CH2:12][CH2:13][CH2:14][CH2:15][CH2:16][CH2:17][CH3:18] |f:0.1,2.3.4|. Procedure: 1-[3'-(n-dodecyloxy)-2'-(n-heptyloxy)propyl]imidazole oxalate (2.3 g.) in 100 ml. of dichloromethane is shaken with excess dilute potassium carbonate solution until the salt is completely dissolved. The organic layer is then separated, washed twice with water, dried over mgnesium sulfate and evaporated to yield 1-[3'-(n-dodecyloxy)-2'-(n-heptyloxy)propyl]imidazole as a gum. Reactants: BrCCCCCCCCO (8-Bromo-octan-1-ol), [N-]=[N+]=[N-].[Na+] (sodium azide). Reaction conditions: temperature 90 celsius, time 8 hour. The product is N(=[N+]=[N-])CCCCCCCCO (8-Azido-octan-1-ol). The yield is 93.0%. RXN SMILES: Br[CH2:2][CH2:3][CH2:4][CH2:5][CH2:6][CH2:7][CH2:8][CH2:9][OH:10].[N-:11]=[N+:12]=[N-:13].[Na+]>>[N:11]([CH2:2][CH2:3][CH2:4][CH2:5][CH2:6][CH2:7][CH2:8][CH2:9][OH:10])=[N+:12]=[N-:13] |f:1.2|. Procedure: 8-Bromo-octan-1-ol (2.61 g, 12.5 mmol) was dissolved in Dmf (30 mL) and sodium azide (0.89 g, 13.75 mmol) was added. The reaction was heated to 90° C. and stirred overnight. The solution was then cooled to room temperature and poured onto ice. The aqueous was extracted with DCM (3×200 mL) and the combined extracts were washed with brine (2×200 mL), then dried over MgSO4. The solution was filtered and the solvent was removed in vacuo to give a yellow oil, 1.99 g (93% yield);